From a dataset of the Open Reaction Database (ORD), a public repository of structured organic reaction records. describe an organic reaction: reactants, conditions, products, and yield The reactants are O=C([O-])[O-], CC#N, [Cs+], [Cs+], OCCC(F)(F)F, O=[N+]([O-])c1ccc(F)cc1. The product is O=[N+]([O-])c1ccc(OCCC(F)(F)F)cc1. RXN SMILES: [C:18](=[O:19])([O-:20])[O-:21].[CH3:24][C:25]#[N:26].[Cs+:22].[Cs+:23].[F:1][C:2]([CH2:3][CH2:4][OH:5])([F:6])[F:7].[F:8][c:9]1[cH:10][cH:11][c:12]([N+:15](=[O:16])[O-:17])[cH:13][cH:14]1>>[F:1][C:2]([CH2:3][CH2:4][O:5][c:9]1[cH:10][cH:11][c:12]([N+:15](=[O:16])[O-:17])[cH:13][cH:14]1)([F:6])[F:7].